From a dataset of the Open Reaction Database (ORD), a public repository of structured organic reaction records. describe an organic reaction: reactants, conditions, products, and yield The reactants are O.C1(=CC=C(C=C1)S(=O)(=O)O)C (para-Toluenesulfonic acid hydrate), COC=CC=1C=C2C(=CN(C2=CC1)CCC)CC1=C(C=C(C(=O)OC)C=C1)OC (methyl 4-[5-(2-methoxyvinyl)-1-propylindol-3-ylmethyl]-3-methoxybenzoate), CO (methanol). Run in C(Cl)Cl (methylene chloride). Run at time 4 hour. Product: COC(CC=1C=C2C(=CN(C2=CC1)CCC)CC1=C(C=C(C(=O)OC)C=C1)OC)OC (methyl 4-[5-(2,2-dimethoxyethyl)-1-propylindol-3-ylmethyl]-3-methoxybenzoate). Isolated yield 88.0%. RXN SMILES: [OH2:1].C1(C)C=CC(S(O)(=O)=O)=CC=1.[CH3:13][O:14][CH:15]=[CH:16][C:17]1[CH:18]=[C:19]2[C:23](=[CH:24][CH:25]=1)[N:22]([CH2:26][CH2:27][CH3:28])[CH:21]=[C:20]2[CH2:29][C:30]1[CH:39]=[CH:38][C:33]([C:34]([O:36][CH3:37])=[O:35])=[CH:32][C:31]=1[O:40][CH3:41].[CH3:42]O>C(Cl)Cl>[CH3:13][O:14][CH:15]([O:1][CH3:42])[CH2:16][C:17]1[CH:18]=[C:19]2[C:23](=[CH:24][CH:25]=1)[N:22]([CH2:26][CH2:27][CH3:28])[CH:21]=[C:20]2[CH2:29][C:30]1[CH:39]=[CH:38][C:33]([C:34]([O:36][CH3:37])=[O:35])=[CH:32][C:31]=1[O:40][CH3:41] |f:0.1|. Procedure: para-Toluenesulfonic acid hydrate (0.55 g) was added to a stirred solution of methyl 4-[5-(2-methoxyvinyl)-1-propylindol-3-ylmethyl]-3-methoxybenzoate (0.2 g) in 1:1 methanol:methylene chloride (5 ml), under a nitrogen atmosphere. After 4 h, the mixture was evaporated at ambient temperature, and the product was purified by flash chromatography, eluting with 4:1 hexane:ethyl acetate, to give methyl 4-[5-(2,2-dimethoxyethyl)-1-propylindol-3-ylmethyl]-3-methoxybenzoate (0.19 g, 88%) as an oil; part... RXN SMILES: [OH:1][C@@H:2]1[CH2:6][N:5]([C:7]([O:9][C:10]([CH3:13])([CH3:12])[CH3:11])=[O:8])[C@H:4]([C:14]2[NH:15][C:16](C3C=CC(B4OC(C)(C)C(C)(C)O4)=CC=3)=[CH:17][N:18]=2)[CH2:3]1.Br[C:35]1[CH:36]=[C:37]2[C:42](=[CH:43][CH:44]=1)[CH:41]=[C:40]([C:45]1[NH:49][C:48]([C@@H:50]3[CH2:54][CH2:53][CH2:52][N:51]3[C:55](=[O:65])[C@@H:56]([NH:60][C:61](=[O:64])[O:62][CH3:63])[CH:57]([CH3:59])[CH3:58])=[N:47][CH:46]=1)[CH:39]=[CH:38]2.C([O-])([O-])=O.[K+].[K+]>COCCOC.C1C=CC([P]([Pd]([P](C2C=CC=CC=2)(C2C=CC=CC=2)C2C=CC=CC=2)([P](C2C=CC=CC=2)(C2C=CC=CC=2)C2C=CC=CC=2)[P](C2C=CC=CC=2)(C2C=CC=CC=2)C2C=CC=CC=2)(C2C=CC=CC=2)C2C=CC=CC=2)=CC=1>[OH:1][C@@H:2]1[CH2:6][N:5]([C:7]([O:9][C:10]([CH3:13])([CH3:11])[CH3:12])=[O:8])[C@H:4]([C:14]2[NH:15][C:16]([C:35]3[CH:36]=[CH:37][C:42]([C:35]4[CH:44]=[CH:43][C:42]5[C:37](=[CH:38][CH:39]=[C:40]([C:45]6[NH:49][C:48]([C@@H:50]7[CH2:54][CH2:53][CH2:52][N:51]7[C:55](=[O:65])[C@@H:56]([NH:60][C:61]([O:62][CH3:63])=[O:64])[CH:57]([CH3:59])[CH3:58])=[N:47][CH:46]=6)[CH:41]=5)[CH:36]=4)=[CH:43][CH:44]=3)=[CH:17][N:18]=2)[CH2:3]1 |f:2.3.4,^1:81,83,102,121|. Starting materials: O[C@H]1C[C@H](N(C1)C(=O)OC(C)(C)C)C=1NC(=CN1)C1=CC=C(C=C1)B1OC(C(O1)(C)C)(C)C ((2S,4S)-tert-butyl 4-hydroxy-2-(5-(4-(4,4,5,5-tetramethyl-1,3,2-dioxaborolan-2-yl)phenyl)-1H-imidazol-2-yl)pyrrolidine-1-carboxylate), C(=O)([O-])[O-].[K+].[K+] (K2CO3), BrC=1C=C2C=CC(=CC2=CC1)C1=CN=C(N1)[C@H]1N(CCC1)C([C@H](C(C)C)NC(OC)=O)=O (methyl (S)-1-((S)-2-(5-(6-bromonaphthalen-2-yl)-1H-imidazol-2-yl)pyrrolidin-1-yl)-3-methyl-1-oxobutan-2-ylcarbamate). Reagents/catalysts: C=1C=CC(=CC1)[P](C=2C=CC=CC2)(C=3C=CC=CC3)[Pd]([P](C=4C=CC=CC4)(C=5C=CC=CC5)C=6C=CC=CC6)([P](C=7C=CC=CC7)(C=8C=CC=CC8)C=9C=CC=CC9)[P](C=1C=CC=CC1)(C=1C=CC=CC1)C=1C=CC=CC1 (Pd(PPh3)4). Yields the product O[C@H]1C[C@H](N(C1)C(=O)OC(C)(C)C)C=1NC(=CN1)C1=CC=C(C=C1)C1=CC2=CC=C(C=C2C=C1)C1=CN=C(N1)[C@H]1N(CCC1)C([C@H](C(C)C)NC(=O)OC)=O ((2S,4S)-tert-butyl 4-hydroxy-2-(5-(4-(6-(2-((S)-1-((S)-2-(methoxycarbonylamino)-3-methyl butanoyl)pyrrolidin-2-yl)-1H-imidazol-5-yl)naphthalen-2-yl)phenyl)-1H-imidazol-2-yl)pyrrolidine-1-carboxylate). Isolated yield 21.9%. Run at temperature 85 celsius. Reported procedure: (2S,4S)-tert-butyl 4-hydroxy-2-(5-(4-(4,4,5,5-tetramethyl-1,3,2-dioxaborolan-2-yl)phenyl)-1H-imidazol-2-yl)pyrrolidine-1-carboxylate (200 mg, 0.44 mmol) and methyl (S)-1-((S)-2-(5-(6-bromonaphthalen-2-yl)-1H-imidazol-2-yl)pyrrolidin-1-yl)-3-methyl-1-oxobutan-2-ylcarbamate (219 mg, 0.44 mmol) were combined in DME (5 mL). Pd(PPh3)4 (51 mg, 0.0446 mmol) and K2CO3 (2M H2O, 0.73 mL, 1.45 mmol) were added, and the solution was degassed with N2 for 10 min. The solution was heated to 85° C. and stirred ... Run in COCCOC (DME). Starting materials: CN1CCNCC1, CS(C)=O, N#Cc1cc(F)ccc1Cl, [K+], [K+], O=C([O-])[O-]. Product: CN1CCN(c2ccc(Cl)c(C#N)c2)CC1. As a reaction SMILES: [CH3:17][N:18]1[CH2:19][CH2:20][NH:21][CH2:22][CH2:23]1.[CH3:24][S:25]([CH3:26])=[O:27].[Cl:1][c:2]1[c:3]([C:4]#[N:5])[cH:6][c:7]([F:10])[cH:8][cH:9]1.[K+:11].[K+:12].[O-:13][C:14]([O-:15])=[O:16]>>[Cl:1][c:2]1[c:3]([C:4]#[N:5])[cH:6][c:7]([N:21]2[CH2:20][CH2:19][N:18]([CH3:17])[CH2:23][CH2:22]2)[cH:8][cH:9]1. Reactants: O=C([O-])[O-], CC#N, CI, [K+], [K+], CC(C)(C)OC(=O)N1CCC(c2nn[nH]n2)C1. Yields the product Cn1nnc(C2CCN(C(=O)OC(C)(C)C)C2)n1. Reaction SMILES: [C:20](=[O:21])([O-:22])[O-:23].[CH3:26][C:27]#[N:28].[I:1][CH3:2].[K+:24].[K+:25].[n:3]1[nH:4][n:5][n:6][c:7]1[CH:8]1[CH2:9][N:10]([C:13](=[O:14])[O:15][C:16]([CH3:17])([CH3:18])[CH3:19])[CH2:11][CH2:12]1>>[n:3]1[n:4][n:5]([CH3:20])[n:6][c:7]1[CH:8]1[CH2:9][N:10]([C:13](=[O:14])[O:15][C:16]([CH3:17])([CH3:18])[CH3:19])[CH2:11][CH2:12]1. The reactants are C(C)C=1OC2=C(C(C1)=O)C=C(C=C2)CCO (2-(2-ethyl-4-oxo-4H-1-benzopyran-6-yl)ethan-1-ol), O (Water). Run in CC(=O)C (acetone). Reaction conditions: temperature 20 celsius, time 2 hour. Yields the product C(C)C=1OC2=C(C(C1)=O)C=C(C=C2)CC(=O)O ((2-Ethyl-4-oxo-4H-1-benzopyran-6-yl)acetic acid). RXN SMILES: [CH2:1]([C:3]1[O:4][C:5]2[CH:13]=[CH:12][C:11]([CH2:14][CH2:15][OH:16])=[CH:10][C:6]=2[C:7](=[O:9])[CH:8]=1)[CH3:2].[OH2:17]>CC(C)=O>[CH2:1]([C:3]1[O:4][C:5]2[CH:13]=[CH:12][C:11]([CH2:14][C:15]([OH:17])=[O:16])=[CH:10][C:6]=2[C:7](=[O:9])[CH:8]=1)[CH3:2]. Procedure details: This red solution was added dropwise to a stirred solution of 2-(2-ethyl-4-oxo-4H-1-benzopyran-6-yl)ethan-1-ol (3.5 g) in acetone (30 mls) maintained at 20° C. until a permanent red colouration was obtained. The reaction was stirred at room temperature for a further 11/2 hours. Water was added and the product was extracted with ether (3x). The separated ethereal solution was extracted with sodium bicarbonate which was washed with water, acidified with dilute hydrochloric acid and extracted with ...